From a dataset of the Open Reaction Database (ORD), a public repository of structured organic reaction records. describe an organic reaction: reactants, conditions, products, and yield The reactants are formula 4, ice, [H-].[H-].[H-].[H-].[Li+].[Al+3] (LiAlH4), ClC1=CC=C(C=C1)C1=CC=C(C=C1)C(=CC(=O)OCC)C (ethyl 3-(4′-chloro-[1,1′-biphenyl]-4-yl)-but-2-enoate). Run in CCOCC (ether), CCOCC (ether). Reaction conditions: temperature 0 celsius, time 2 hour. The product is ClC1=CC=C(C=C1)C1=CC=C(C=C1)C(C=CO)C (3-(4′-chloro-[1,1′-biphenyl]-4-yl)-butenol). Isolated yield 74.7%. RXN SMILES: [H-].[H-].[H-].[H-].[Li+].[Al+3].[Cl:7][C:8]1[CH:13]=[CH:12][C:11]([C:14]2[CH:19]=[CH:18][C:17]([C:20]([CH3:27])=[CH:21][C:22](OCC)=[O:23])=[CH:16][CH:15]=2)=[CH:10][CH:9]=1>CCOCC>[Cl:7][C:8]1[CH:9]=[CH:10][C:11]([C:14]2[CH:19]=[CH:18][C:17]([CH:20]([CH3:27])[CH:21]=[CH:22][OH:23])=[CH:16][CH:15]=2)=[CH:12][CH:13]=1 |f:0.1.2.3.4.5|. Procedure: To an ice cooled slurry of LiAlH4 (1.4 g) in dry ether (200 ml) was added a solution of ethyl 3-(4′-chloro-[1,1′-biphenyl]-4-yl)-but-2-enoate (3g, 2.8 g) in dry ether (50 ml) dropwise. The reaction mixture was stirred for 2 h at 0° C. The reaction mixture was quenched with water. A solution of 10% NaOH was added and the ether layer was decanted. The precipitate was washed with ether and the combined ether extract was concentrated. The crude product was chromatographed on silica gel to give 1.8 g... The reactants are O=C([O-])O, CN(C)C=O, CCO, O=c1[nH]c2ccccc2c(=O)n1CCCl, Cl, N#Cc1ccc2[nH]cc(CC3CCNC3)c2c1, [Na+]. Product: Cl, N#Cc1ccc2[nH]cc(CC3CCN(CCn4c(=O)[nH]c5ccccc5c4=O)C3)c2c1. As a reaction SMILES: [C:33](=[O:34])([O-:35])[OH:36].[CH3:39][N:40]([CH3:41])[CH:42]=[O:43].[CH3:44][CH2:45][OH:46].[Cl:18][CH2:19][CH2:20][n:21]1[c:22](=[O:32])[nH:23][c:24]2[cH:25][cH:26][cH:27][cH:28][c:29]2[c:30]1=[O:31].[ClH:38].[NH:1]1[CH2:2][CH:3]([CH2:6][c:7]2[cH:8][nH:9][c:10]3[cH:11][cH:12][c:13]([C:16]#[N:17])[cH:14][c:15]23)[CH2:4][CH2:5]1.[Na+:37]>>[ClH:18].[N:1]1([CH2:19][CH2:20][n:21]2[c:22](=[O:32])[nH:23][c:24]3[cH:25][cH:26][cH:27][cH:28][c:29]3[c:30]2=[O:31])[CH2:2][CH:3]([CH2:6][c:7]2[cH:8][nH:9][c:10]3[cH:11][cH:12][c:13]([C:16]#[N:17])[cH:14][c:15]23)[CH2:4][CH2:5]1. Reactants: CCC(=O)Cl, O=C([O-])[O-], ClCCl, CCO, [K+], [K+], N#Cc1cnn(-c2nc(NCc3ccccc3)c(C(F)(F)F)cc2Cl)c1N, O, c1ccncc1. Product: CCC(=O)Nc1c(C#N)cnn1-c1nc(NCc2ccccc2)c(C(F)(F)F)cc1Cl. RXN SMILES: [C:34]([CH2:35][CH3:36])(=[O:37])[Cl:38].[C:39](=[O:40])([O-:41])[O-:42].[CH2:45]([Cl:46])[Cl:47].[CH3:48][CH2:49][OH:50].[K+:43].[K+:44].[NH2:1][c:2]1[c:3]([C:26]#[N:27])[cH:4][n:5][n:6]1-[c:7]1[n:8][c:9]([NH:18][CH2:19][c:20]2[cH:21][cH:22][cH:23][cH:24][cH:25]2)[c:10]([C:14]([F:15])([F:16])[F:17])[cH:11][c:12]1[Cl:13].[OH2:51].[cH:28]1[cH:29][cH:30][n:31][cH:32][cH:33]1>>[NH:1]([c:2]1[c:3]([C:26]#[N:27])[cH:4][n:5][n:6]1-[c:7]1[n:8][c:9]([NH:18][CH2:19][c:20]2[cH:21][cH:22][cH:23][cH:24][cH:25]2)[c:10]([C:14]([F:15])([F:16])[F:17])[cH:11][c:12]1[Cl:13])[C:34]([CH2:35][CH3:36])=[O:37]. Starting materials: CC(C)C(Nc1nc2cc[nH]c(=O)c2c2cc(Br)ccc12)C(F)(F)F, O=C([O-])[O-], [Cs+], [Cs+], NC(=O)CN1CCOCC1, C1COCCO1, O=C(C=Cc1ccccc1)C=Cc1ccccc1, O=C(C=Cc1ccccc1)C=Cc1ccccc1, O=C(C=Cc1ccccc1)C=Cc1ccccc1, [Pd], [Pd]. As a reaction SMILES: [Br:1][c:2]1[cH:3][c:4]2[c:5]([c:6]([NH:15][CH:16]([CH:17]([CH3:18])[CH3:19])[C:20]([F:21])([F:22])[F:23])[n:7][c:8]3[cH:9][cH:10][nH:11][c:12](=[O:14])[c:13]23)[cH:24][cH:25]1.[C:26](=[O:27])([O-:28])[O-:29].[Cs+:30].[Cs+:31].[O:32]1[CH2:33][CH2:34][N:35]([CH2:38][C:39](=[O:40])[NH2:41])[CH2:36][CH2:37]1.[O:42]1[CH2:43][CH2:44][O:45][CH2:46][CH2:47]1.[O:50]=[C:51]([CH:52]=[CH:53][c:54]1[cH:55][cH:56][cH:57][cH:58][cH:59]1)[CH:60]=[CH:61][c:62]1[cH:63][cH:64][cH:65][cH:66][cH:67]1.[O:68]=[C:69]([CH:70]=[CH:71][c:72]1[cH:73][cH:74][cH:75][cH:76][cH:77]1)[CH:78]=[CH:79][c:80]1[cH:81][cH:82][cH:83][cH:84][cH:85]1.[O:86]=[C:87]([CH:88]=[CH:89][c:90]1[cH:91][cH:92][cH:93][cH:94][cH:95]1)[CH:96]=[CH:97][c:98]1[cH:99][cH:100][cH:101][cH:102][cH:103]1.[Pd:48].[Pd:49]>>[c:2]1([NH:41][C:39]([CH2:38][N:35]2[CH2:34][CH2:33][O:32][CH2:37][CH2:36]2)=[O:40])[cH:3][c:4]2[c:5]([c:6]([NH:15][CH:16]([CH:17]([CH3:18])[CH3:19])[C:20]([F:21])([F:22])[F:23])[n:7][c:8]3[cH:9][cH:10][nH:11][c:12](=[O:14])[c:13]23)[cH:24][cH:25]1. Yields the product CC(C)C(Nc1nc2cc[nH]c(=O)c2c2cc(NC(=O)CN3CCOCC3)ccc12)C(F)(F)F. Starting materials: FC1=CC=C(C=C1)CC=1SC=CC1 (2-(4-fluorophenylmethyl)thiophene), BrN1C(CCC1=O)=O (N-bromosuccinimide). Solvent: CC(=O)O (CH3COOH), C(Cl)(Cl)Cl (CHCl3). Yields the product BrC=1SC(=CC1)CC1=CC=C(C=C1)F (2-Bromo-5-(4-fluorophenylmethyl)thiophene). The yield is 98.1%. As a reaction SMILES: [F:1][C:2]1[CH:7]=[CH:6][C:5]([CH2:8][C:9]2[S:10][CH:11]=[CH:12][CH:13]=2)=[CH:4][CH:3]=1.[Br:14]N1C(=O)CCC1=O>C(Cl)(Cl)Cl.CC(O)=O>[Br:14][C:11]1[S:10][C:9]([CH2:8][C:5]2[CH:4]=[CH:3][C:2]([F:1])=[CH:7][CH:6]=2)=[CH:13][CH:12]=1. Procedure details: The above thiophene (9.61 g, 50.0 mmol) was brominated using N-bromosuccinimide (8.90 g, 50.0 mmol) in CHCl3 and CH3COOH (1:1) to provide 13.3 g (98%) of the title compound.